Dataset: the Open Reaction Database (ORD), a public repository of structured organic reaction records. Task: describe an organic reaction: reactants, conditions, products, and yield Starting materials: ClC=1C=C(C=CC1OC(C)C)C1=NC(=NO1)C=1C=CC=C2C=CNC12 (7-(5-{3-chloro-4-[(1-methylethyl)oxy]phenyl}-1,2,4-oxadiazol-3-yl)-1H-indole), ClC(CCC(=O)OCC)=O (ethyl 4-chloro-4-oxobutanoate). Reagents/catalysts: [Cl-].[Cl-].[Zn+2] (ZnCl2). The solvent is C(Cl)Cl (DCM), C(Cl)Cl (DCM). Run at time 8 hour. Yields the product crude product, ClC=1C=C(C=CC1OC(C)C)C1=NC(=NO1)C=1C=CC=C2C(=CNC12)C(CCC(=O)OCC)=O (ethyl 4-[7-(5-{3-chloro-4-[(1-methylethyl)oxy]phenyl}-1,2,4-oxadiazol-3-yl)-1H-indol-3-yl]-4-oxobutanoate). Yield: 73.4%. Reaction SMILES: [Cl:1][C:2]1[CH:3]=[C:4]([C:12]2[O:16][N:15]=[C:14]([C:17]3[CH:18]=[CH:19][CH:20]=[C:21]4[C:25]=3[NH:24][CH:23]=[CH:22]4)[N:13]=2)[CH:5]=[CH:6][C:7]=1[O:8][CH:9]([CH3:11])[CH3:10].Cl[C:27](=[O:35])[CH2:28][CH2:29][C:30]([O:32][CH2:33][CH3:34])=[O:31]>C(Cl)Cl.[Cl-].[Cl-].[Zn+2]>[Cl:1][C:2]1[CH:3]=[C:4]([C:12]2[O:16][N:15]=[C:14]([C:17]3[CH:18]=[CH:19][CH:20]=[C:21]4[C:25]=3[NH:24][CH:23]=[C:22]4[C:27](=[O:35])[CH2:28][CH2:29][C:30]([O:32][CH2:33][CH3:34])=[O:31])[N:13]=2)[CH:5]=[CH:6][C:7]=1[O:8][CH:9]([CH3:10])[CH3:11] |f:3.4.5|. Reported procedure: To a stirred suspension of 7-(5-{3-chloro-4-[(1-methylethyl)oxy]phenyl}-1,2,4-oxadiazol-3-yl)-1H-indole (D51) (0.5 g) and ZnCl2 (1.0 g) in DCM (50 mL) was added a solution of ethyl 4-chloro-4-oxobutanoate (2.3 g) in DCM (5 mL) dropwise. After stirring at room temperature overnight, the reaction mixture was washed with water and brine. The organic phase was separated and dried over anhydrous sodium sulphate. Filtration and concentration under vacuum afforded the crude product ethyl 4-[7-(5-{3-chl...